From a dataset of the Open Reaction Database (ORD), a public repository of structured organic reaction records. describe an organic reaction: reactants, conditions, products, and yield Yields the product ClC1=CC(=C(C=C1OC1=CC=C2C(=N1)SC(=N2)NC(CCl)=O)NC(C2=CC(=CC=C2)C(C)(C)C#N)=O)F (N-[4-chloro-5-({2-[(chloroacetyl)amino][1,3]thiazolo[5,4-b]pyridin-5-yl}oxy)-2-fluorophenyl]-3-(1-cyano-1-methylethyl)benzamide). Reaction SMILES: [NH2:1][C:2]1[S:3][C:4]2[C:9]([N:10]=1)=[CH:8][CH:7]=[C:6]([O:11][C:12]1[C:13]([Cl:33])=[CH:14][C:15]([F:32])=[C:16]([NH:18][C:19](=[O:31])[C:20]3[CH:25]=[CH:24][CH:23]=[C:22]([C:26]([C:29]#[N:30])([CH3:28])[CH3:27])[CH:21]=3)[CH:17]=1)[N:5]=2.[Cl:34][CH2:35][C:36](Cl)=[O:37]>CN(C)C(=O)C.C(OCC)(=O)C>[Cl:33][C:13]1[C:12]([O:11][C:6]2[N:5]=[C:4]3[S:3][C:2]([NH:1][C:36](=[O:37])[CH2:35][Cl:34])=[N:10][C:9]3=[CH:8][CH:7]=2)=[CH:17][C:16]([NH:18][C:19](=[O:31])[C:20]2[CH:25]=[CH:24][CH:23]=[C:22]([C:26]([C:29]#[N:30])([CH3:28])[CH3:27])[CH:21]=2)=[C:15]([F:32])[CH:14]=1. Solvent: C(C)(=O)OCC (ethyl acetate), CN(C(C)=O)C (N,N-dimethylacetamide). Reaction conditions: time 4 hour. The reactants are NC=1SC2=NC(=CC=C2N1)OC=1C(=CC(=C(C1)NC(C1=CC(=CC=C1)C(C)(C)C#N)=O)F)Cl (N-{5-[(2-amino[1,3]thiazolo[5,4-b]pyridin-5-yl)oxy]-4-chloro-2-fluorophenyl}-3-(1-cyano-1-methylethyl)benzamide), ClCC(=O)Cl (chloroacetyl chloride), ClCC(=O)Cl (Chloroacetyl chloride). Reported procedure: To a solution of N-{5-[(2-amino[1,3]thiazolo[5,4-b]pyridin-5-yl)oxy]-4-chloro-2-fluorophenyl}-3-(1-cyano-1-methylethyl)benzamide (200 mg, 0.415 mmol) in N,N-dimethylacetamide (3.0 mL) was added chloroacetyl chloride (52.8 μL, 0.664 mmol), and the mixture was stirred at room temperature for 4 hr. Chloroacetyl chloride (26.4 μL, 0.332 mmol) was further added, and the mixture was stirred at room temperature for 2 hr. The reaction mixture was diluted with ethyl acetate (30 mL), washed with water (15... Reactants: C(C)OC(C(=O)C=1SC(=CC1)Br)=O ((5-Bromothiophen-2-yl)-oxo-acetic acid ethyl ester), [OH-].[Na+] (NaOH), 1a. Solvent: C1CCOC1 (THF), CO (methanol), O (water). Yields the product BrC1=CC=C(S1)C(C(=O)O)=O ((5-bromothiophen-2-yl)-oxo-acetic acid). RXN SMILES: C([O:3][C:4](=[O:13])[C:5]([C:7]1[S:8][C:9]([Br:12])=[CH:10][CH:11]=1)=[O:6])C.[OH-].[Na+]>C1COCC1.CO.O>[Br:12][C:9]1[S:8][C:7]([C:5](=[O:6])[C:4]([OH:13])=[O:3])=[CH:11][CH:10]=1 |f:1.2|. Reported procedure: (5-Bromothiophen-2-yl)-oxo-acetic acid ethyl ester (45.6 g, 173 mmol) was dissolved in a mixture of 100 ml THF, 100 ml methanol, and 300 ml water, then treated with 10 N NaOH (26 ml, 260 mmol) at room temperature for 20 hours. Volatile solvents were removed by rotary evaporation. The residue was dissolved in 2 L water and extracted with diethyl ether (250 ml). The aqueous layer was acidified to pH 1 with 6 N HCl, and extracted three times with diethyl ether (3×300 ml). The combined diethyl ether... Reactants: [H-].[Na+] (sodium hydride), BrCCCCCl (1-bromo-4-chlorobutane), NC1=C(C=C(C2=C1C(C=C(O2)C2=CC(=C(C=C2)NC(C(C)(C)C)=O)F)=O)F)F (5-amino-6,8-difluoro-2-(3-fluoro-4-pivaloylaminophenyl)-4H-1-benzopyran-4-one), [H-].[Na+] (sodium hydride), BrCCCCCl (1-bromo-4-chlorobutane), O (Water). Run in CN(C=O)C (dimethylformamide). Conditions: time 3 hour. Product: ClCCCCNC1=C(C=C(C2=C1C(C=C(O2)C2=CC(=C(C=C2)NC(C(C)(C)C)=O)F)=O)F)F (5-(4-chlorobutylamino)-6,8-difluoro-2-(3-fluoro-4-pivaloylaminophenyl)-4H-1-benzopyran-4-one). Isolated yield 32.0%. As a reaction SMILES: [NH2:1][C:2]1[C:7]2[C:8](=[O:26])[CH:9]=[C:10]([C:12]3[CH:17]=[CH:16][C:15]([NH:18][C:19](=[O:24])[C:20]([CH3:23])([CH3:22])[CH3:21])=[C:14]([F:25])[CH:13]=3)[O:11][C:6]=2[C:5]([F:27])=[CH:4][C:3]=1[F:28].[H-].[Na+].Br[CH2:32][CH2:33][CH2:34][CH2:35][Cl:36].O>CN(C)C=O>[Cl:36][CH2:35][CH2:34][CH2:33][CH2:32][NH:1][C:2]1[C:7]2[C:8](=[O:26])[CH:9]=[C:10]([C:12]3[CH:17]=[CH:16][C:15]([NH:18][C:19](=[O:24])[C:20]([CH3:23])([CH3:22])[CH3:21])=[C:14]([F:25])[CH:13]=3)[O:11][C:6]=2[C:5]([F:27])=[CH:4][C:3]=1[F:28] |f:1.2|. Procedure: 1.01 g (2.59 mmol) of 5-amino-6,8-difluoro-2-(3-fluoro-4-pivaloylaminophenyl)-4H-1-benzopyran-4-one obtained in Example 66 was dissolved in 20 ml of dimethylformamide under argon atmosphere, 228 mg of sodium hydride (60% oil dispersion) and 1.5 ml of 1-bromo-4-chlorobutane were added under ice-cooling and the mixture was stirred at room temperature for 3 hours. 228 mg of sodium hydride (60% oil dispersion) and 1.5 ml of 1-bromo-4-chlorobutane were further added and the mixture was stirred for ad... Reactants: CO, Cc1c(N2C(=O)N3CCC(=O)C3C2C(F)(F)F)ccc(C#N)c1Cl, Cl, NO, O, c1ccncc1. Product: Cc1c(N2C(=O)N3CCC(=NO)C3C2C(F)(F)F)ccc(C#N)c1Cl. Reaction SMILES: [CH3:34][OH:35].[Cl:1][c:2]1[c:3]([C:4]#[N:5])[cH:6][cH:7][c:8]([N:11]2[C:12](=[O:24])[N:13]3[CH:14]([CH:15]2[C:16]([F:17])([F:18])[F:19])[C:20](=[O:23])[CH2:21][CH2:22]3)[c:9]1[CH3:10].[ClH:31].[NH2:32][OH:33].[OH2:36].[cH:25]1[cH:26][cH:27][n:28][cH:29][cH:30]1>>[Cl:1][c:2]1[c:3]([C:4]#[N:5])[cH:6][cH:7][c:8]([N:11]2[C:12](=[O:24])[N:13]3[CH:14]([CH:15]2[C:16]([F:17])([F:18])[F:19])[C:20](=[N:32][OH:33])[CH2:21][CH2:22]3)[c:9]1[CH3:10]. The reactants are CCn1c(=O)n(-c2ccc(O)cc2)c2ncccc21, CO, Cn1c(Cl)nc2ccccc21, [H-], [Na+], CN(C)C=O. The product is CCn1c(=O)n(-c2ccc(Oc3nc4ccccc4n3C)cc2)c2ncccc21. As a reaction SMILES: [CH2:12]([CH3:13])[n:14]1[c:15](=[O:30])[n:16](-[c:23]2[cH:24][cH:25][c:26]([OH:29])[cH:27][cH:28]2)[c:17]2[n:18][cH:19][cH:20][cH:21][c:22]12.[CH3:38][OH:39].[Cl:1][c:2]1[n:3][c:4]2[c:5]([n:6]1[CH3:7])[cH:8][cH:9][cH:10][cH:11]2.[H-:32].[Na+:31].[O:33]=[CH:34][N:35]([CH3:36])[CH3:37]>>[c:2]1([O:29][c:26]2[cH:25][cH:24][c:23](-[n:16]3[c:15](=[O:30])[n:14]([CH2:12][CH3:13])[c:22]4[c:17]3[n:18][cH:19][cH:20][cH:21]4)[cH:28][cH:27]2)[n:3][c:4]2[c:5]([n:6]1[CH3:7])[cH:8][cH:9][cH:10][cH:11]2. Reactants: ClCC([C@H]1CC[C@H]2[C@@H]3CC[C@H]4CC(CC[C@]4(C)[C@H]3C(C[C@]12C)=O)=O)=O (21-Chloro-5α-pregnane-3,11,20-trione), N1CCOCC1 (morpholine). The solvent is O (water), O1CCCC1 (tetrahydrofuran). Run at time 3 day. Yields the product O1CCN(CC1)CC([C@H]1CC[C@H]2[C@@H]3CC[C@H]4CC(CC[C@]4(C)[C@H]3C(C[C@]12C)=O)=O)=O (21-morpholino-5α-pregnane-3,11,20-trione). As a reaction SMILES: Cl[CH2:2][C:3](=[O:25])[C@@H:4]1[C@:21]2([CH3:22])[C@H:7]([C@H:8]3[C@H:18]([C:19](=[O:23])[CH2:20]2)[C@:16]2([CH3:17])[C@H:11]([CH2:12][C:13](=[O:24])[CH2:14][CH2:15]2)[CH2:10][CH2:9]3)[CH2:6][CH2:5]1.[NH:26]1[CH2:31][CH2:30][O:29][CH2:28][CH2:27]1>O1CCCC1.O>[O:29]1[CH2:30][CH2:31][N:26]([CH2:2][C:3](=[O:25])[C@@H:4]2[C@:21]3([CH3:22])[C@H:7]([C@H:8]4[C@H:18]([C:19](=[O:23])[CH2:20]3)[C@:16]3([CH3:17])[C@H:11]([CH2:12][C:13](=[O:24])[CH2:14][CH2:15]3)[CH2:10][CH2:9]4)[CH2:6][CH2:5]2)[CH2:27][CH2:28]1. Reported procedure: 21-Chloro-5α-pregnane-3,11,20-trione (200 mg.) in dry tetrahydrofuran (4 ml.) was treated with morpholine (0.20 ml.), and the solution was refluxed for 21/2 hours, and then left at room temperature for 3 days. The solution was diluted with water and extracted with chloroform. The organic solution was washed with water, dried over sodium sulphate and evaporated to a white foam (210 mg.), which was purified by preparative TLC in ethyl acetate to give 21-morpholino-5α-pregnane-3,11,20-trione (88 mg... Starting materials: CC(C)OC=1C=CC2=C(N(C(N2)=O)C2CCN(CC2)C(=O)OC(C)(C)C)C1 (1,1-Dimethylethyl 4-{6-[(1-methylethyl)oxy]-2-oxo-2,3-dihydro-1H-benzimidazol-1-yl}-1-piperidinecarboxylate), FC(C(=O)O)(F)F (trifluoroacetic acid). Solvent: ClCCl (dichloromethane). Reaction conditions: time 1 hour. Yields the product CC(C)OC=1C=CC2=C(N(C(N2)=O)C2CCNCC2)C1 (6-[(1-Methylethyl)oxy]-1-(4-piperidinyl)-1,3-dihydro-2H-benzimidazol-2-one). The yield is 89.4%. RXN SMILES: [CH3:1][CH:2]([O:4][C:5]1[CH:6]=[CH:7][C:8]2[NH:12][C:11](=[O:13])[N:10]([CH:14]3[CH2:19][CH2:18][N:17](C(OC(C)(C)C)=O)[CH2:16][CH2:15]3)[C:9]=2[CH:27]=1)[CH3:3].FC(F)(F)C(O)=O>ClCCl>[CH3:3][CH:2]([O:4][C:5]1[CH:6]=[CH:7][C:8]2[NH:12][C:11](=[O:13])[N:10]([CH:14]3[CH2:15][CH2:16][NH:17][CH2:18][CH2:19]3)[C:9]=2[CH:27]=1)[CH3:1]. Procedure details: A solution of 1,1-dimethylethyl 4-{6-[(1-methylethyl)oxy]-2-oxo-2,3-dihydro-1H-benzimidazol-1-yl}-1-piperidinecarboxylate (D49, 351 mg, 0.93 mmol) in dichloromethane (5 ml) was treated with trifluoroacetic acid (3 ml) and stirred under argon for 1 hr. The mixture was concentrated under vacuum and the residue treated with 10% Na2CO3 solution and extracted with ethyl acetate (×3). The combined extract was concentrated under vacuum to leave the title compound as an orange oil (229 mg, 89%). M++H=27... Reactants: C(C1=CC=CC=C1)C=1C=NC2=C(C=CC=C2C1C=1C=C(C=CC1)N)C(F)(F)F (3-(3-benzyl-8-trifluoromethyl-quinolin-4-yl)-phenylamine), O1C=C(C=C1)C=O (furan-3-carbaldehyde). The product is C(C1=CC=CC=C1)C=1C=NC2=C(C=CC=C2C1C=1C=C(C=CC1)NCC1=COC=C1)C(F)(F)F ({3-[3-BENZYL-8-(TRIFLUOROMETHYL)QUINOLIN-4-YL]PHENYL}(3-FURYLMETHYL)AMINE). Reaction SMILES: [CH2:1]([C:8]1[CH:9]=[N:10][C:11]2[C:16]([C:17]=1[C:18]1[CH:19]=[C:20]([NH2:24])[CH:21]=[CH:22][CH:23]=1)=[CH:15][CH:14]=[CH:13][C:12]=2[C:25]([F:28])([F:27])[F:26])[C:2]1[CH:7]=[CH:6][CH:5]=[CH:4][CH:3]=1.[O:29]1[CH:33]=[CH:32][C:31]([CH:34]=O)=[CH:30]1>>[CH2:1]([C:8]1[CH:9]=[N:10][C:11]2[C:16]([C:17]=1[C:18]1[CH:19]=[C:20]([NH:24][CH2:34][C:31]3[CH:32]=[CH:33][O:29][CH:30]=3)[CH:21]=[CH:22][CH:23]=1)=[CH:15][CH:14]=[CH:13][C:12]=2[C:25]([F:28])([F:26])[F:27])[C:2]1[CH:3]=[CH:4][CH:5]=[CH:6][CH:7]=1. Procedure details: This compound was prepared according to the procedure of example 66, substituting 3-(3-benzyl-8-trifluoromethyl-quinolin-4-yl)-phenylamine and furan-3-carbaldehyde. MS (ESI) m/z 459.